This data is from the Open Reaction Database (ORD), a public repository of structured organic reaction records. The task is: describe an organic reaction: reactants, conditions, products, and yield Reactants: C(C)(=O)O[BH-](OC(C)=O)OC(C)=O.[Na+] (sodium triacetoxyborohydride), C(=O)(O)[O-].[Na+] (NaHCO3), C(C1=CC=CC=C1)N (Benzylamine), C(C)(C)(C)OC(=O)N1[C@H]2CCC[C@H]2C[C@H]1C=O ((1S,3S,5S)-3-formyl-2-azabicyclo[3.3.0]octane-2-carboxylic acid tert-butyl ester). Run in C(C)(=O)O (acetic acid), C(Cl)(Cl)Cl (chloroform), C(Cl)Cl (DCM). Conditions: time 5 minute. Yields the product C(C)(C)(C)OC(=O)N1[C@H]2CCC[C@H]2C[C@H]1CNCC1=CC=CC=C1 ((1S,3S,5S)-3-(benzylamino-methyl)-2-azabicyclo[3.3.0]octane-2-carboxylic acid tert-butyl ester). RXN SMILES: [CH2:1]([NH2:8])[C:2]1[CH:7]=[CH:6][CH:5]=[CH:4][CH:3]=1.[C:9]([O:13][C:14]([N:16]1[C@H:23]([CH:24]=O)[CH2:22][C@H:21]2[C@@H:17]1[CH2:18][CH2:19][CH2:20]2)=[O:15])([CH3:12])([CH3:11])[CH3:10].C(O[BH-](OC(=O)C)OC(=O)C)(=O)C.[Na+].C([O-])(O)=O.[Na+]>C(Cl)(Cl)Cl.C(Cl)Cl.C(O)(=O)C>[C:9]([O:13][C:14]([N:16]1[C@H:23]([CH2:24][NH:8][CH2:1][C:2]2[CH:7]=[CH:6][CH:5]=[CH:4][CH:3]=2)[CH2:22][C@H:21]2[C@@H:17]1[CH2:18][CH2:19][CH2:20]2)=[O:15])([CH3:12])([CH3:10])[CH3:11] |f:2.3,4.5|. Procedure details: Benzylamine (2.76 mmol, 2.3 eq) is added to a solution of (1S,3S,5S)-3-formyl-2-azabicyclo[3.3.0]octane-2-carboxylic acid tert-butyl ester (1.2 mmol, 1.0 eq) in chloroform (10 mL). The mixture is stirred for 5 min, treated with sodium triacetoxyborohydride (4.8 mmol, 4.0 eq) and acetic acid (0.05 mL), stirred for additional 14 h and poured into sat. NaHCO3 solution. DCM is added, the layers are separated and the aqueous layer is extracted with DCM. The combined organic layers are washed with wat... The reactants are BrB(Br)Br, COC(=O)c1ccc(-c2cccc(N)c2OC)o1, ClCCl. The product is COC(=O)c1ccc(-c2cccc(N)c2O)o1. Reaction SMILES: [B:19]([Br:20])([Br:21])[Br:22].[CH3:1][O:2][C:3](=[O:4])[c:5]1[o:6][c:7](-[c:10]2[c:11]([O:17][CH3:18])[c:12]([NH2:16])[cH:13][cH:14][cH:15]2)[cH:8][cH:9]1.[Cl:23][CH2:24][Cl:25]>>[CH3:1][O:2][C:3](=[O:4])[c:5]1[o:6][c:7](-[c:10]2[c:11]([OH:17])[c:12]([NH2:16])[cH:13][cH:14][cH:15]2)[cH:8][cH:9]1. Starting materials: C1CCOC1, Oc1ccc(-c2ccccc2)cc1, Cc1oc(C#N)cc1CO, c1ccc(P(c2ccccc2)c2ccccc2)cc1. As a reaction SMILES: [O:43]1[CH2:44][CH2:45][CH2:46][CH2:47]1.[OH:11][c:12]1[cH:13][cH:14][c:15](-[c:18]2[cH:19][cH:20][cH:21][cH:22][cH:23]2)[cH:16][cH:17]1.[OH:1][CH2:2][c:3]1[cH:4][c:5]([C:9]#[N:10])[o:6][c:7]1[CH3:8].[c:24]1([P:25]([c:26]2[cH:27][cH:28][cH:29][cH:30][cH:31]2)[c:32]2[cH:33][cH:34][cH:35][cH:36][cH:37]2)[cH:38][cH:39][cH:40][cH:41][cH:42]1>>[O:1]([CH2:2][c:3]1[cH:4][c:5]([C:9]#[N:10])[o:6][c:7]1[CH3:8])[c:12]1[cH:13][cH:14][c:15](-[c:18]2[cH:19][cH:20][cH:21][cH:22][cH:23]2)[cH:16][cH:17]1. Product: Cc1oc(C#N)cc1COc1ccc(-c2ccccc2)cc1. Yield: 100.0%. The solvent is Cl (hydrochloric acid). Reported procedure: A mixture of 190 mg (0.3 mmol) of 2-[3-[3-[3-(2,4-dichlorophenyl)-7-methanesulfonyl-2-oxo-3,4-dihydro-2H-pyrimido[4,5-d]pyrimidin-1-yl]-phenyl]-propyl]-isoindole-1,3-dione and 1 ml of aniline was heated at 140° C. for 35 minutes and then cooled. The mixture was added to 40 ml of 2M aqueous hydrochloric acid and the precipitated product was filtered off, washed with 2M aqueous hydrochloric acid, then with water and finally dried to give 200 mg (100%) of 2-[3-[3-[3-(2,4-dichlorophenyl)-2-oxo-7-phe... RXN SMILES: [Cl:1][C:2]1[CH:7]=[C:6]([Cl:8])[CH:5]=[CH:4][C:3]=1[N:9]1[CH2:18][C:17]2[C:12](=[N:13][C:14](S(C)(=O)=O)=[N:15][CH:16]=2)[N:11]([C:23]2[CH:24]=[C:25]([CH2:29][CH2:30][CH2:31][N:32]3[C:40](=[O:41])[C:39]4[C:34](=[CH:35][CH:36]=[CH:37][CH:38]=4)[C:33]3=[O:42])[CH:26]=[CH:27][CH:28]=2)[C:10]1=[O:43].[NH2:44][C:45]1[CH:50]=[CH:49][CH:48]=[CH:47][CH:46]=1>Cl>[Cl:1][C:2]1[CH:7]=[C:6]([Cl:8])[CH:5]=[CH:4][C:3]=1[N:9]1[CH2:18][C:17]2[C:12](=[N:13][C:14]([NH:44][C:45]3[CH:50]=[CH:49][CH:48]=[CH:47][CH:46]=3)=[N:15][CH:16]=2)[N:11]([C:23]2[CH:24]=[C:25]([CH2:29][CH2:30][CH2:31][N:32]3[C:40](=[O:41])[C:39]4[C:34](=[CH:35][CH:36]=[CH:37][CH:38]=4)[C:33]3=[O:42])[CH:26]=[CH:27][CH:28]=2)[C:10]1=[O:43]. Starting materials: ClC1=C(C=CC(=C1)Cl)N1C(N(C2=NC(=NC=C2C1)S(=O)(=O)C)C=1C=C(C=CC1)CCCN1C(C2=CC=CC=C2C1=O)=O)=O (2-[3-[3-[3-(2,4-dichlorophenyl)-7-methanesulfonyl-2-oxo-3,4-dihydro-2H-pyrimido[4,5-d]pyrimidin-1-yl]-phenyl]-propyl]-isoindole-1,3-dione), NC1=CC=CC=C1 (aniline). Reaction conditions: temperature 140 celsius. Product: ClC1=C(C=CC(=C1)Cl)N1C(N(C2=NC(=NC=C2C1)NC1=CC=CC=C1)C=1C=C(C=CC1)CCCN1C(C2=CC=CC=C2C1=O)=O)=O (2-[3-[3-[3-(2,4-dichlorophenyl)-2-oxo-7-phenylamino-3,4-dihydro-2H-pyrimido[4,5-d]pyrimidin-1-yl]-phenyl]-propyl]-isoindole-1,3-dione). Reactants: CNC1=C(C=CC=C1)C1=CC=CC=C1 (N-methyl-2-phenylaniline), C=C1CC(=O)O1 (diketene), N1C(C=CC2=CC=CC=C12)=O (quinolone). The solvent is C(C)(=O)O.S(O)(O)(=O)=O (acetic acid sulfuric acid). The product is CN1C(C=C(C2=CC=CC(=C12)C1=CC=CC=C1)C)=O (1,2-dihydro-1,4-dimethyl-8-phenyl-2-quinolone). RXN SMILES: [CH3:1][NH:2][C:3]1[CH:8]=[CH:7][CH:6]=[CH:5][C:4]=1[C:9]1[CH:14]=[CH:13][CH:12]=[CH:11][CH:10]=1.[CH2:15]=[C:16]1O[C:18](=[O:19])[CH2:17]1.N1C2C(=CC=CC=2)C=CC1=O>C(O)(=O)C.S(=O)(=O)(O)O>[CH3:1][N:2]1[C:3]2[C:8](=[CH:7][CH:6]=[CH:5][C:4]=2[C:9]2[CH:14]=[CH:13][CH:12]=[CH:11][CH:10]=2)[C:16]([CH3:15])=[CH:17][C:18]1=[O:19] |f:3.4|. Procedure: The starting material is 2-phcnylaniline, which is methylated with potassium carbonate and methyl iodide to obtain N-methyl-2-phenylaniline. The N-methyl-2-phenylaniline is treated with diketene and acid and is cyclized in acetic acid/sulfuric acid as in Example 3 to generate the desired quinolone. Reactants: CO, COC(=O)C(C)c1cc(C(F)(F)F)cc(C(F)(F)F)c1, [Na+], [OH-]. Yields the product CC(C(=O)O)c1cc(C(F)(F)F)cc(C(F)(F)F)c1. RXN SMILES: [CH3:23][OH:24].[CH3:3][CH:4]([C:5](=[O:6])[O:7][CH3:8])[c:9]1[cH:10][c:11]([C:19]([F:20])([F:21])[F:22])[cH:12][c:13]([C:15]([F:16])([F:17])[F:18])[cH:14]1.[Na+:2].[OH-:1]>>[CH3:3][CH:4]([C:5](=[O:6])[OH:7])[c:9]1[cH:10][c:11]([C:19]([F:20])([F:21])[F:22])[cH:12][c:13]([C:15]([F:16])([F:17])[F:18])[cH:14]1. Reaction SMILES: [CH3:1][O:2][C:3]1[CH:4]=[C:5]([CH2:11][CH2:12][CH2:13][CH2:14][C:15]2[CH:20]=[CH:19][CH:18]=[CH:17][C:16]=2[OH:21])[CH:6]=[C:7]([O:9][CH3:10])[CH:8]=1.[CH3:22][C:23](C)([O-:25])[CH3:24].[K+].C(C1OC1)Cl>CC(N(C)C)=O>[CH3:10][O:9][C:7]1[CH:6]=[C:5]([CH2:11][CH2:12][CH2:13][CH2:14][C:15]2[CH:20]=[CH:19][CH:18]=[CH:17][C:16]=2[O:21][CH2:22][CH:23]2[CH2:24][O:25]2)[CH:4]=[C:3]([O:2][CH3:1])[CH:8]=1 |f:1.2|. Run in CC(=O)N(C)C (dimethylacetamide). The reactants are COC=1C=C(C=C(C1)OC)CCCCC1=C(C=CC=C1)O (2-[4-(3,5-dimethoxyphenyl)butyl]phenol), CC(C)([O-])C.[K+] (potassium t-butoxide), C(Cl)C1CO1 (epichlorohydrin). Yields the product COC=1C=C(C=C(C1)OC)CCCCC1=C(OCC2OC2)C=CC=C1 (2-{2-[4-(3,5-Dimethoxyphenyl)butyl]phenoxymethyl}oxirane). Isolated yield 79.7%. Procedure: Following a procedure similar to that described in Example 1(a), 1.9 g of 2-[4-(3,5-dimethoxyphenyl)butyl]phenol (prepared as described in Preparation 9), 0.75 g of potassium t-butoxide and 0.91 g of epichlorohydrin were reacted in 20 ml of dimethylacetamide. The crude product, extracted as described in Example 1(a), was purified to give 1.81 g (yield 80%) of the title compound as a colorless oil.